Dataset: the Open Reaction Database (ORD), a public repository of structured organic reaction records. Task: describe an organic reaction: reactants, conditions, products, and yield Reactants: Cl (HCl), N1(CCOCC1)CC1=CC=CC(=N1)NC(=O)NC=1N=C(SC1)C=1C=NC=CC1 (1-[6-(morpholin-4-ylmethyl)-pyridin-2-yl]-3-[(2-pyridin-3-yl)thiazol-4-yl]urea). The solvent is CO (MeOH). Run at time 3 hour. The product is Cl.N1(CCOCC1)CC1=CC=CC(=N1)NC(=O)NC=1N=C(SC1)C=1C=NC=CC1 (1-[6-(Morpholin-4-ylmethyl)-pyridin-2-yl]-3-[(2-pyridin-3-yl)thiazol-4-yl]urea hydrochloride). As a reaction SMILES: [ClH:1].[N:2]1([CH2:8][C:9]2[N:14]=[C:13]([NH:15][C:16]([NH:18][C:19]3[N:20]=[C:21]([C:24]4[CH:25]=[N:26][CH:27]=[CH:28][CH:29]=4)[S:22][CH:23]=3)=[O:17])[CH:12]=[CH:11][CH:10]=2)[CH2:7][CH2:6][O:5][CH2:4][CH2:3]1>CO>[ClH:1].[N:2]1([CH2:8][C:9]2[N:14]=[C:13]([NH:15][C:16]([NH:18][C:19]3[N:20]=[C:21]([C:24]4[CH:25]=[N:26][CH:27]=[CH:28][CH:29]=4)[S:22][CH:23]=3)=[O:17])[CH:12]=[CH:11][CH:10]=2)[CH2:3][CH2:4][O:5][CH2:6][CH2:7]1 |f:3.4|. Procedure details: HCl (55 □L, 0.05 mmol, 1.0 M in Et2O) was added to 1-[6-(morpholin-4-ylmethyl)-pyridin-2-yl]-3-[(2-pyridin-3-yl)thiazol-4-yl]urea (20 mg, 0.05 mmol, Example 180) in a solution of MeOH (1 mL) and the resulting mixture stirred 3 h. Concentration in vacuo gave a yellow solid. The product is COC(C1=CC=C(C(=O)OC)C=C1)=O.C1(=CC=CC=C1)[Sb](C1=CC=CC=C1)C1=CC=CC=C1 (triphenyl antimony dimethylterephthalate). Reported procedure: Triphenyl antimony oxide and dimethylterephthalate were reacted to yield triphenyl antimony dimethylterephthalate. ##STR9## As a reaction SMILES: [C:1]1([Sb:7](=O)([C:14]2[CH:19]=[CH:18][CH:17]=[CH:16][CH:15]=2)[C:8]2[CH:13]=[CH:12][CH:11]=[CH:10][CH:9]=2)[CH:6]=[CH:5][CH:4]=[CH:3][CH:2]=1.[CH3:21][O:22][C:23](=[O:34])[C:24]1[CH:33]=[CH:32][C:27]([C:28]([O:30][CH3:31])=[O:29])=[CH:26][CH:25]=1>>[CH3:31][O:30][C:28](=[O:29])[C:27]1[CH:32]=[CH:33][C:24]([C:23]([O:22][CH3:21])=[O:34])=[CH:25][CH:26]=1.[C:14]1([Sb:7]([C:1]2[CH:2]=[CH:3][CH:4]=[CH:5][CH:6]=2)[C:8]2[CH:13]=[CH:12][CH:11]=[CH:10][CH:9]=2)[CH:15]=[CH:16][CH:17]=[CH:18][CH:19]=1 |f:2.3|. Reactants: C1(=CC=CC=C1)[Sb](C1=CC=CC=C1)(C1=CC=CC=C1)=O (Triphenyl antimony oxide), COC(C1=CC=C(C(=O)OC)C=C1)=O (dimethylterephthalate).